From a dataset of the Open Reaction Database (ORD), a public repository of structured organic reaction records. describe an organic reaction: reactants, conditions, products, and yield Reactants: C(C)OC(=O)C1=NN(C(=C1)C=1OC=CC1)CC1=NOC(=C1)C=1SC(=CC1)Cl (1-[5-(5-Chloro-thiophen-2-yl)-isoxazol-3-ylmethyl]-5-furan-2-yl-1H-pyrazole-3-carboxylic acid ethyl ester), Cl (hydrochloric acid). Solvent: C1CCOC1 (THF), O (water), [OH-].[Na+] (NaOH). Reaction conditions: time 16 hour. Yields the product ClC1=CC=C(S1)C1=CC(=NO1)CN1N=C(C=C1C=1OC=CC1)C(=O)O (1-[5-(5-Chloro-thiophen-2-yl)-isoxazol-3-ylmethyl]-5-furan-2-yl-1H-pyrazole-3-carboxylic acid). RXN SMILES: C([O:3][C:4]([C:6]1[CH:10]=[C:9]([C:11]2[O:12][CH:13]=[CH:14][CH:15]=2)[N:8]([CH2:16][C:17]2[CH:21]=[C:20]([C:22]3[S:23][C:24]([Cl:27])=[CH:25][CH:26]=3)[O:19][N:18]=2)[N:7]=1)=[O:5])C.Cl>C1COCC1.O.[OH-].[Na+]>[Cl:27][C:24]1[S:23][C:22]([C:20]2[O:19][N:18]=[C:17]([CH2:16][N:8]3[C:9]([C:11]4[O:12][CH:13]=[CH:14][CH:15]=4)=[CH:10][C:6]([C:4]([OH:5])=[O:3])=[N:7]3)[CH:21]=2)=[CH:26][CH:25]=1 |f:4.5|. Reported procedure: To a solution of 400 mg 1-[5-(5-Chloro-thiophen-2-yl)-isoxazol-3-ylmethyl]-5-furan-2-yl-1H-pyrazole-3-carboxylic acid ethyl ester in 5 ml THF and 1 ml water, 1 ml aqueous NaOH (1M) were added and the mixture was stirred for 16 h at RT. Then the solution was acidified to pH 3 with half concentrated hydrochloric acid to precipitate the pure product, which was collected by filtration. Yield: 360 mg. Reactants: O(C1=CC=CC=C1)CC1CCC2N(CCN(C2)C2=NC(=NC=C2)Cl)C1 ((7RS,9aSR)-7-phenoxymethyl-2-(2-chloropyrimidin4-yl)-2,3,4,6,7,8,9,9a-octahydro-1H-pyrido[1,2-a]pyrazine), [H][H] (hydrogen). Reagents/catalysts: Cl (hydrochloric acid), [Pd] (Pd/C). Run in C(C)O (ethanol). Product: O(C1=CC=CC=C1)CC1CCC2N(CCN(C2)C2=NC=NC=C2)C1 ((7RS,9aSR)-7-Phenoxymethyl-2-(pyrimidin-4-yl)-2,3,4,6,7,8,9,9a-octahydro-1H-pyrido[1,2-a]pyrazine). The yield is 20.1%. As a reaction SMILES: [O:1]([CH2:8][CH:9]1[CH2:25][N:13]2[CH2:14][CH2:15][N:16]([C:18]3[CH:23]=[CH:22][N:21]=[C:20](Cl)[N:19]=3)[CH2:17][CH:12]2[CH2:11][CH2:10]1)[C:2]1[CH:7]=[CH:6][CH:5]=[CH:4][CH:3]=1.[H][H]>Cl.C(O)C.[Pd]>[O:1]([CH2:8][CH:9]1[CH2:25][N:13]2[CH2:14][CH2:15][N:16]([C:18]3[CH:23]=[CH:22][N:21]=[CH:20][N:19]=3)[CH2:17][CH:12]2[CH2:11][CH2:10]1)[C:2]1[CH:7]=[CH:6][CH:5]=[CH:4][CH:3]=1. Reported procedure: A mixture of 0.110 g (0.307 mmol) of (7RS,9aSR)-7-phenoxymethyl-2-(2-chloropyrimidin4-yl)-2,3,4,6,7,8,9,9a-octahydro-1H-pyrido[1,2-a]pyrazine (Example 29), 20 mg of 10% Pd/C, and several drops of conc. hydrochloric acid in 30 mL of ethanol were shaken under 50 psi of hydrogen gas at room temperature for 6 h. The mixture was filtered through Celite and the filtrate was evaportated. The residue was basified with conc. ammonium hydroxide, extracted with chloroform, dried (magnesium sulfate), filter... Reactants: CC(=O)C(=O)N1CCCC1C(=O)O, CC(=O)[O-], CCO, Cl, Cl, NO, [Na+], O. Product: CC(N)C(=O)N1CCCC1C(=O)O. As a reaction SMILES: [C:1]([C:2](=[O:3])[CH3:4])(=[O:5])[N:6]1[CH:7]([C:8](=[O:9])[OH:10])[CH2:11][CH2:12][CH2:13]1.[CH3:18][C:19](=[O:20])[O-:21].[CH3:23][CH2:24][OH:25].[ClH:14].[ClH:22].[NH2:15][OH:16].[Na+:17].[OH2:26]>>[C:1]([CH:2]([CH3:4])[NH2:15])(=[O:5])[N:6]1[CH:7]([C:8](=[O:9])[OH:10])[CH2:11][CH2:12][CH2:13]1. Starting materials: CC(=O)O, CN(C)C(=O)CC#N, CCO, C1CCNCC1, O=Cc1cc(O)c(O)c([N+](=O)[O-])c1. Yields the product CN(C)C(=O)C(C#N)=Cc1cc(O)c(O)c([N+](=O)[O-])c1. Reaction SMILES: [C:22]([OH:23])(=[O:24])[CH3:25].[CH3:14][N:15]([C:16]([CH2:17][C:18]#[N:19])=[O:20])[CH3:21].[CH3:32][CH2:33][OH:34].[NH:26]1[CH2:27][CH2:28][CH2:29][CH2:30][CH2:31]1.[OH:1][c:2]1[cH:3][c:4]([CH:5]=[O:6])[cH:7][c:8]([N+:11](=[O:12])[O-:13])[c:9]1[OH:10]>>[OH:1][c:2]1[cH:3][c:4]([CH:5]=[C:17]([C:16]([N:15]([CH3:14])[CH3:21])=[O:20])[C:18]#[N:19])[cH:7][c:8]([N+:11](=[O:12])[O-:13])[c:9]1[OH:10]. Reactants: CCO, CO, Cl, [Fe], CC(C)NC(=O)N=S(C)(=O)c1cccc([N+](=O)[O-])c1. Product: CC(C)NC(=O)N=S(C)(=O)c1cccc(N)c1. As a reaction SMILES: [CH3:20][CH2:21][OH:22].[CH3:24][OH:25].[ClH:23].[Fe:26].[N+:1]([O-:2])(=[O:3])[c:4]1[cH:5][c:6]([S:10](=[O:11])(=[N:12][C:13]([NH:14][CH:15]([CH3:16])[CH3:17])=[O:18])[CH3:19])[cH:7][cH:8][cH:9]1>>[NH2:1][c:4]1[cH:5][c:6]([S:10](=[O:11])(=[N:12][C:13]([NH:14][CH:15]([CH3:16])[CH3:17])=[O:18])[CH3:19])[cH:7][cH:8][cH:9]1.